This data is from the Open Reaction Database (ORD), a public repository of structured organic reaction records. The task is: describe an organic reaction: reactants, conditions, products, and yield Starting materials: ClCC(=O)N1CCC(CC1)N1N=C(C(C1=O)(C)CC)C1=CC(=C(C=C1)OC)OC (2-[1-(chloroacetyl)piperidin-4-yl]-5-(3,4-dimethoxyphenyl)-4-ethyl-4-methyl-2,4-dihydro-3H-pyrazol-3-one), ClCC(=O)N1CCC(CC1)N1N=C(C(C1=O)(C)CC)C1=CC(=C(C=C1)OC)OC (2-[1-(chloroacetyl)piperidin-4-yl]-5-(3,4-dimethoxyphenyl)-4-ethyl-4-methyl-2,4-dihydro-3H-pyrazol-3-one), C1(CCC(N1)=O)=O (succinimide). Product: COC=1C=C(C=CC1OC)C1=NN(C(C1(C)CC)=O)C1CCN(CC1)C(CN1C(CCC1=O)=O)=O (1-(2-{4-[3-(3,4-dimethoxyphenyl)-4-ethyl-4-methyl-5-oxo-4,5-dihydro-1H-pyrazol-1-yl]piperidin-1-yl}-2-oxoethyl)pyrrolidine-2,5-dione). RXN SMILES: Cl[CH2:2][C:3]([N:5]1[CH2:10][CH2:9][CH:8]([N:11]2[C:15](=[O:16])[C:14]([CH2:18][CH3:19])([CH3:17])[C:13]([C:20]3[CH:25]=[CH:24][C:23]([O:26][CH3:27])=[C:22]([O:28][CH3:29])[CH:21]=3)=[N:12]2)[CH2:7][CH2:6]1)=[O:4].[C:30]1(=[O:36])[NH:34][C:33](=[O:35])[CH2:32][CH2:31]1>>[CH3:29][O:28][C:22]1[CH:21]=[C:20]([C:13]2[C:14]([CH2:18][CH3:19])([CH3:17])[C:15](=[O:16])[N:11]([CH:8]3[CH2:7][CH2:6][N:5]([C:3](=[O:4])[CH2:2][N:34]4[C:30](=[O:36])[CH2:31][CH2:32][C:33]4=[O:35])[CH2:10][CH2:9]3)[N:12]=2)[CH:25]=[CH:24][C:23]=1[O:26][CH3:27]. Procedure: Prepared analogously as described for example 1 using 2-[1-(chloroacetyl)piperidin-4-yl]-5-(3,4-dimethoxyphenyl)-4-ethyl-4-methyl-2,4-dihydro-3H-pyrazol-3-one (compound A9) and succinimide as starting compounds. The reactants are FC(C(=O)O)(F)F (trifluoroacetic acid), ClC1=C(C=CC(=C1)C(F)(F)F)C(O)C1CC1 ([2-Chloro-4-(trifluoromethyl)phenyl](cyclopropyl)methanol), CSCC=1C=CC=C2C=CNC12 (7-[(Methylsulfanyl)methyl]-1H-indole). The solvent is ClCCl (dichloromethane). Run at time 2 hour. Yields the product ClC1=C(C=CC(=C1)C(F)(F)F)C(C1=CNC2=C(C=CC=C12)CSC)C1CC1 (3-{[2-Chloro-4-(trifluoromethyl)phenyl](cyclopropyl)methyl}-7-[(methylsulfanyl)methyl]-1H-indole). RXN SMILES: FC(F)(F)C(O)=O.[Cl:8][C:9]1[CH:14]=[C:13]([C:15]([F:18])([F:17])[F:16])[CH:12]=[CH:11][C:10]=1[CH:19]([CH:21]1[CH2:23][CH2:22]1)O.[CH3:24][S:25][CH2:26][C:27]1[CH:28]=[CH:29][CH:30]=[C:31]2[C:35]=1[NH:34][CH:33]=[CH:32]2>ClCCl>[Cl:8][C:9]1[CH:14]=[C:13]([C:15]([F:18])([F:17])[F:16])[CH:12]=[CH:11][C:10]=1[CH:19]([CH:21]1[CH2:23][CH2:22]1)[C:32]1[C:31]2[C:35](=[C:27]([CH2:26][S:25][CH3:24])[CH:28]=[CH:29][CH:30]=2)[NH:34][CH:33]=1. Reported procedure: 2.6 ml (33.8 mmol) of trifluoroacetic acid were added to 7.07 g (28.2 mmol) of the compound from Example 150A and 5.00 g (28.2 mmol) of the compound from Example 8A in 620 ml of dichloromethane, and the mixture was stirred at RT for 2 h. It was concentrated and the residue was purified by flash chromatography on silica gel (mobile phase: toluene/ethyl acetate 98/2) and preparative HPLC (RP18 column; mobile phase: acetonitrile/water gradient with addition of 0.1% formic acid) to result in 960 mg ... Starting materials: IC1=NNC2=CC=C(C=C12)[N+](=O)[O-] (3-iodo-5-nitro-1H-indazole), O (water), N (ammonia), C(C)O (ethanol), ferrous sulfate. Solvent: C(C)(=O)OCC.ClCCl (ethyl acetate dichloromethane). Yields the product NC=1C=C2C(=NNC2=CC1)I (5-amino-3-iodo-1H-indazole). The yield is 25.7%. As a reaction SMILES: [I:1][C:2]1[C:10]2[C:5](=[CH:6][CH:7]=[C:8]([N+:11]([O-])=O)[CH:9]=2)[NH:4][N:3]=1.C(O)C.O.N>C(OCC)(=O)C.ClCCl>[NH2:11][C:8]1[CH:9]=[C:10]2[C:5](=[CH:6][CH:7]=1)[NH:4][N:3]=[C:2]2[I:1] |f:4.5|. Procedure details: 5-Amino-3-iodo-1H-indazole can be obtained as described in Example 4 from 1 g of 3-iodo-5-nitro-1H-indazole, 20 ml of ethanol, 6.9 g of ferrous sulfate, 10.8 ml of distilled water and 8.2 ml of 32% aqueous ammonia. 230 mg of 5-amino-3-iodo-1H-indazole are thus obtained in the form of a yellow foam (Rf=0.12, silica gel thin layer chromatography, eluent: ethyl acetate/dichloromethane (2/8 by volume)). Reactants: ClC=1C=C(C=CC1)S(=O)(=O)NC12CCC(CC1)(CC2)C2=NN=C1N2C2=C(N=C1)N(C=C2)S(=O)(=O)C2=CC=C(C)C=C2 (3-chloro-N-(4-(6-tosyl-6H-pyrrolo[2,3-e][1,2,4]triazolo[4,3-a]pyrazin-1-yl)bicyclo[2.2.2]octan-1-yl)benzenesulfonamide), N(N)C=1N=C2C(=NC1)N(C=C2)S(=O)(=O)C2=CC=C(C)C=C2 (2-Hydrazinyl-5-tosyl-5H-pyrrolo[2,3-b]pyrazine), C(C)(C)(C)OC(=O)NC12CCC(CC1)(CC2)C(=O)O (4-(tert-butoxycarbonylamino)bicyclo-[2.2.2]octane-1-carboxylic acid). Yields the product S(=O)(=O)(C1=CC=C(C)C=C1)N1C=CC=2C1=NC=C(N2)NNC(=O)C21CCC(CC2)(CC1)NC(OC(C)(C)C)=O (tert-butyl 4-(2-(5-tosyl-5H-pyrrolo[2,3-b]pyrazin-2-yl)hydrazinecarbonyl)bicyclo[2.2.2]octan-1-ylcarbamate). Reaction SMILES: ClC1C=C(S(NC23CCC(C4N5C6C=CN(S(C7C=CC(C)=CC=7)(=O)=O)C=6N=CC5=NN=4)(CC2)CC3)(=O)=O)C=CC=1.[NH:42]([C:44]1[N:45]=[C:46]2[CH:52]=[CH:51][N:50]([S:53]([C:56]3[CH:62]=[CH:61][C:59]([CH3:60])=[CH:58][CH:57]=3)(=[O:55])=[O:54])[C:47]2=[N:48][CH:49]=1)[NH2:43].[C:63]([O:67][C:68]([NH:70][C:71]12[CH2:78][CH2:77][C:74]([C:79](O)=[O:80])([CH2:75][CH2:76]1)[CH2:73][CH2:72]2)=[O:69])([CH3:66])([CH3:65])[CH3:64]>>[S:53]([N:50]1[C:47]2=[N:48][CH:49]=[C:44]([NH:42][NH:43][C:79]([C:74]34[CH2:75][CH2:76][C:71]([NH:70][C:68](=[O:69])[O:67][C:63]([CH3:65])([CH3:64])[CH3:66])([CH2:72][CH2:73]3)[CH2:78][CH2:77]4)=[O:80])[N:45]=[C:46]2[CH:52]=[CH:51]1)([C:56]1[CH:62]=[CH:61][C:59]([CH3:60])=[CH:58][CH:57]=1)(=[O:54])=[O:55]. Reported procedure: The precursor to Example #H.1.1, 3-chloro-N-(4-(6-tosyl-6H-pyrrolo[2,3-e][1,2,4]triazolo[4,3-a]pyrazin-1-yl)bicyclo[2.2.2]octan-1-yl)benzenesulfonamide, was prepared as shown in Scheme B. 2-Hydrazinyl-5-tosyl-5H-pyrrolo[2,3-b]pyrazine (Preparation #9) and 4-(tert-butoxycarbonylamino)bicyclo-[2.2.2]octane-1-carboxylic acid are reacted following the conditions given in General Procedure A to give tert-butyl 4-(2-(5-tosyl-5H-pyrrolo[2,3-b]pyrazin-2-yl)hydrazinecarbonyl)bicyclo[2.2.2]octan-1-ylcarba... Reactants: C(C1=CC=CC=C1)N1C(CC(CC1)=O)(C)C (1-benzyl-2,2-dimethyl-piperidin-4-one), [H-].[Al+3].[Li+].[H-].[H-].[H-] (lithium aluminum hydride). Run in O1CCCC1 (tetrahydrofuran). Conditions: time 30 minute. Product: C(C1=CC=CC=C1)N1C(CC(CC1)O)(C)C (1-Benzyl-2,2-dimethyl-piperidin-4-ol). Yield: 99.1%. As a reaction SMILES: [CH2:1]([N:8]1[CH2:13][CH2:12][C:11](=[O:14])[CH2:10][C:9]1([CH3:16])[CH3:15])[C:2]1[CH:7]=[CH:6][CH:5]=[CH:4][CH:3]=1.[H-].[Al+3].[Li+].[H-].[H-].[H-]>O1CCCC1>[CH2:1]([N:8]1[CH2:13][CH2:12][CH:11]([OH:14])[CH2:10][C:9]1([CH3:16])[CH3:15])[C:2]1[CH:3]=[CH:4][CH:5]=[CH:6][CH:7]=1 |f:1.2.3.4.5.6|. Procedure details: Combine 1-benzyl-2,2-dimethyl-piperidin-4-one (1.0 g, 4.6 mmol) and tetrahydrofuran (20 mL) and cool to 0° C. Add lithium aluminum hydride (0.175 g, 4.6 mmol) with stirring. After 30 min., warm to ambient temperature. After 30 min., quench the reaction mixture with water (50 mL). Extract with ethyl acetate (2×75 mL), combine the organic layers and wash with aqueous NaCl solution (50 mL), dry over sodium sulfate, filter and concentrate to obtain the title compound (1.0 g, 100%). Mass spectrum (el... Reactants: Nc1cccc(Br)c1, CCN(C(C)C)C(C)C, O=C(O)c1ccc(CN2CCCCC2)cc1, CN(C)C=O. The product is O=C(Nc1cccc(Br)c1)c1ccc(CN2CCCCC2)cc1. Reaction SMILES: [Br:10][c:11]1[cH:12][c:13]([NH2:17])[cH:14][cH:15][cH:16]1.[CH:1]([N:2]([CH2:3][CH3:4])[CH:5]([CH3:6])[CH3:7])([CH3:8])[CH3:9].[N:18]1([CH2:24][c:25]2[cH:26][cH:27][c:28]([C:29](=[O:30])[OH:31])[cH:32][cH:33]2)[CH2:19][CH2:20][CH2:21][CH2:22][CH2:23]1.[O:34]=[CH:35][N:36]([CH3:37])[CH3:38]>>[Br:10][c:11]1[cH:12][c:13]([NH:17][C:29]([c:28]2[cH:27][cH:26][c:25]([CH2:24][N:18]3[CH2:19][CH2:20][CH2:21][CH2:22][CH2:23]3)[cH:33][cH:32]2)=[O:30])[cH:14][cH:15][cH:16]1.